This data is from the Open Reaction Database (ORD), a public repository of structured organic reaction records. The task is: describe an organic reaction: reactants, conditions, products, and yield Reactants: CCCCc1nc(C(=O)N2CCOC3(CCN(Cc4cccc(CCO[Si](C)(C)C(C)(C)C)c4F)CC3)C2)cs1, CCCC[N+](CCCC)(CCCC)CCCC, C1CCOC1, [F-]. Yields the product CCCCc1nc(C(=O)N2CCOC3(CCN(Cc4cccc(CCO)c4F)CC3)C2)cs1. RXN SMILES: [C:19]([Si:20]([CH3:21])([CH3:22])[O:24][CH2:25][CH2:26][c:27]1[c:28]([F:56])[c:29]([CH2:30][N:31]2[CH2:32][CH2:33][C:34]3([CH2:35][N:36]([C:40](=[O:41])[c:42]4[n:43][c:44]([CH2:47][CH2:48][CH2:49][CH3:50])[s:45][cH:46]4)[CH2:37][CH2:38][O:39]3)[CH2:51][CH2:52]2)[cH:53][cH:54][cH:55]1)([CH3:23])([CH3:57])[CH3:58].[CH2:2]([N+:3]([CH2:4][CH2:5][CH2:6][CH3:7])([CH2:8][CH2:9][CH2:10][CH3:11])[CH2:12][CH2:13][CH2:14][CH3:15])[CH2:16][CH2:17][CH3:18].[CH2:59]1[O:60][CH2:61][CH2:62][CH2:63]1.[F-:1]>>[OH:24][CH2:25][CH2:26][c:27]1[c:28]([F:56])[c:29]([CH2:30][N:31]2[CH2:32][CH2:33][C:34]3([CH2:35][N:36]([C:40](=[O:41])[c:42]4[n:43][c:44]([CH2:47][CH2:48][CH2:49][CH3:50])[s:45][cH:46]4)[CH2:37][CH2:38][O:39]3)[CH2:51][CH2:52]2)[cH:53][cH:54][cH:55]1. The reactants are C(C1=CC=CC=C1)OC(=O)N1CCC(CC1)OCC1=CC(=NC=C1)C1=CC(=C(C(=C1)OC)OC)OC (1-(benzyloxycarbonyl)-4-[[2-(3,4,5-trimethoxyphenyl)pyridin-4-yl]methyloxy]piperidine), [OH-].[K+] (potassium hydroxide). Solvent: CO (methanol). Reaction conditions: temperature 100 celsius, time 3 hour. Yields the product COC=1C=C(C=C(C1OC)OC)C1=NC=CC(=C1)COC1CCNCC1 (4-[[2-(3,4,5-Trimethoxyphenyl)pyridin-4-yl]methyloxy]piperidine). RXN SMILES: C(OC([N:11]1[CH2:16][CH2:15][CH:14]([O:17][CH2:18][C:19]2[CH:24]=[CH:23][N:22]=[C:21]([C:25]3[CH:30]=[C:29]([O:31][CH3:32])[C:28]([O:33][CH3:34])=[C:27]([O:35][CH3:36])[CH:26]=3)[CH:20]=2)[CH2:13][CH2:12]1)=O)C1C=CC=CC=1.[OH-].[K+]>CO>[CH3:32][O:31][C:29]1[CH:30]=[C:25]([C:21]2[CH:20]=[C:19]([CH2:18][O:17][CH:14]3[CH2:13][CH2:12][NH:11][CH2:16][CH2:15]3)[CH:24]=[CH:23][N:22]=2)[CH:26]=[C:27]([O:35][CH3:36])[C:28]=1[O:33][CH3:34] |f:1.2|. Procedure: To a solution of 1-(benzyloxycarbonyl)-4-[[2-(3,4,5-trimethoxyphenyl)pyridin-4-yl]methyloxy]piperidine (213 mg) in methanol (10 mL) was added 40% aqueous potassium hydroxide (10 mL). The mixture was stirred at 100° C. for 3 hours and evaporated. Water was added to the residue and extracted with chloroform. The organic layer was washed with brine, dried over anhydrous sodium sulfate and evaporated. The residual oil was subjected to column chromatography of silica gel using chloroform-ammonia satu...